From a dataset of the Open Reaction Database (ORD), a public repository of structured organic reaction records. describe an organic reaction: reactants, conditions, products, and yield The reactants are C1CCOC1, CC(=O)OC(C)=O, CN(CC(=O)O)CC(=O)O, COC(=O)c1cc(Cl)ccc1N. Product: COC(=O)c1cc(Cl)ccc1NC(=O)CN(C)CC(=O)O. Reaction SMILES: [CH2:30]1[O:31][CH2:32][CH2:33][CH2:34]1.[CH3:11][C:12]([O:13][C:14](=[O:15])[CH3:16])=[O:17].[CH3:1][N:2]([CH2:3][C:4](=[O:5])[OH:6])[CH2:7][C:8](=[O:9])[OH:10].[NH2:18][c:19]1[c:20]([C:21](=[O:22])[O:23][CH3:24])[cH:25][c:26]([Cl:29])[cH:27][cH:28]1>>[CH3:1][N:2]([CH2:3][C:4](=[O:5])[OH:6])[CH2:7][C:8](=[O:10])[NH:18][c:19]1[c:20]([C:21](=[O:22])[O:23][CH3:24])[cH:25][c:26]([Cl:29])[cH:27][cH:28]1. Starting materials: NC1=NC(=NC=C1C(C1=C(C=CC=C1OC)OC)=O)NC1CCN(CC1)C(C)=O (1-[4-[4-amino-5-(2,6-dimethoxy-benzoyl)-pyrimidin-2-ylamino]-piperidin-1-yl}-ethanone), FC(C(=O)O)(F)F.CS(=O)(=O)N1CCC(CC1)N (1-methanesulfonyl-piperidin-4-ylamine; compound with trifluoroacetic acid). The product is NC1=NC(=NC=C1C(=O)C1=C(C=CC=C1OC)OC)NC1CCN(CC1)S(=O)(=O)C ([4-amino-2-(1-methanesulfonyl-piperidin-4-ylamino)-pyrimidin-5-yl]-(2,6-dimethoxy-phenyl)-methanone). Reaction SMILES: [NH2:1][C:2]1[C:7]([C:8](=[O:19])[C:9]2[C:14]([O:15][CH3:16])=[CH:13][CH:12]=[CH:11][C:10]=2[O:17][CH3:18])=[CH:6][N:5]=[C:4]([NH:20][CH:21]2[CH2:26][CH2:25][N:24](C(=O)C)[CH2:23][CH2:22]2)[N:3]=1.FC(F)(F)C(O)=O.[CH3:37][S:38](N1CCC(N)CC1)(=[O:40])=[O:39]>>[NH2:1][C:2]1[C:7]([C:8]([C:9]2[C:14]([O:15][CH3:16])=[CH:13][CH:12]=[CH:11][C:10]=2[O:17][CH3:18])=[O:19])=[CH:6][N:5]=[C:4]([NH:20][CH:21]2[CH2:26][CH2:25][N:24]([S:38]([CH3:37])(=[O:40])=[O:39])[CH2:23][CH2:22]2)[N:3]=1 |f:1.2|. Reported procedure: The same procedure as described in Example 326 was used, starting with 1-[4-[4-amino-5-(2,6-dimethoxy-benzoyl)-pyrimidin-2-ylamino]-piperidin-1-yl}-ethanone (Example 333) and 1-methanesulfonyl-piperidin-4-ylamine; compound with trifluoroacetic acid (Example 162) to give [4-amino-2-(1-methanesulfonyl-piperidin-4-ylamino)-pyrimidin-5-yl]-(2,6-dimethoxy-phenyl)-methanone. MS (M+H)+, 436 The reactants are CS(C)=O, CCOC(C)=O, CCCCCNc1nc(N)nc(C)c1Cc1ccc(CCl)cc1F, N#C[K], CN(C)C=O. The product is CCCCCNc1nc(N)nc(C)c1Cc1ccc(CC#N)cc1F. RXN SMILES: [CH3:28][S:29]([CH3:30])=[O:31].[CH3:37][CH2:38][O:39][C:40]([CH3:41])=[O:42].[Cl:4][CH2:5][c:6]1[cH:7][c:8]([F:27])[c:9]([CH2:10][c:11]2[c:12]([NH:19][CH2:20][CH2:21][CH2:22][CH2:23][CH3:24])[n:13][c:14]([NH2:18])[n:15][c:16]2[CH3:17])[cH:25][cH:26]1.[K:1][C:2]#[N:3].[O:32]=[CH:33][N:34]([CH3:35])[CH3:36]>>[C:2](#[N:3])[CH2:5][c:6]1[cH:7][c:8]([F:27])[c:9]([CH2:10][c:11]2[c:12]([NH:19][CH2:20][CH2:21][CH2:22][CH2:23][CH3:24])[n:13][c:14]([NH2:18])[n:15][c:16]2[CH3:17])[cH:25][cH:26]1. Reactants: ClC1=CC=C(C=C1)CC(=O)O (4-Chlorophenylacetic acid), C(C(=O)Cl)(=O)Cl (oxalyl chloride). Reagents/catalysts: CN(C=O)C (dimethylformamide). Solvent: C(Cl)Cl (methylene chloride). The product is ClC1=CC=C(C=C1)CC(=O)Cl (p-chlorophenylacetyl chloride). As a reaction SMILES: [Cl:1][C:2]1[CH:7]=[CH:6][C:5]([CH2:8][C:9]([OH:11])=O)=[CH:4][CH:3]=1.C(Cl)(=O)C([Cl:15])=O>C(Cl)Cl.CN(C)C=O>[Cl:1][C:2]1[CH:7]=[CH:6][C:5]([CH2:8][C:9]([Cl:15])=[O:11])=[CH:4][CH:3]=1. Procedure details: 4-Chlorophenylacetic acid (1.7 g, 10 mmol) and oxalyl chloride (2 ml, 23 mmol) were stirred in 100 ml methylene chloride with two drops of dimethylformamide for two hours. The solvent and excess oxalyl chloride were removed under vacuum to give p-chlorophenylacetyl chloride. The 4-chlorophenylacetyl chloride and 4,4,6,6-tetramethyl-1,3,5-cyclohexanetrione (1.5 g, 8.2 mmol) were dissolved in methylene chloride. Triethylamine (3 ml) was added and the resulting solution stirred at room temperature ... RXN SMILES: [CH2:38]([CH3:39])[O:40][C:41]([CH:42]=[CH:43][c:44]1[c:45]([F:58])[c:46]([C:52]2([CH3:57])[O:53][CH:54]=[CH:55][O:56]2)[cH:47][cH:48][c:49]1[O:50][CH3:51])=[O:59].[F:1][c:2]1[c:3]([C:4]2([CH3:5])[O:6][CH:7]=[CH:8][O:9]2)[cH:10][cH:11][c:12]([O:13][CH3:14])[c:15]1[CH:16]=[O:17].[K+:61].[O:62]1[CH2:63][CH2:64][O:65][CH2:66][CH2:67]1.[OH-:60].[OH2:68].[c:18]1([CH:19]2[CH2:20][CH:21]2[NH:22][C:23]([NH:24][c:25]2[cH:26][cH:27][c:28]([Cl:29])[cH:30][n:31]2)=[S:32])[cH:33][cH:34][cH:35][cH:36][cH:37]1>>[O:40]=[C:41]([CH:42]=[CH:43][c:44]1[c:45]([F:58])[c:46]([C:52]2([CH3:57])[O:53][CH:54]=[CH:55][O:56]2)[cH:47][cH:48][c:49]1[O:50][CH3:51])[OH:59]. The product is COc1ccc(C2(C)OC=CO2)c(F)c1C=CC(=O)O. The reactants are CCOC(=O)C=Cc1c(OC)ccc(C2(C)OC=CO2)c1F, COc1ccc(C2(C)OC=CO2)c(F)c1C=O, [K+], C1COCCO1, [OH-], O, S=C(Nc1ccc(Cl)cn1)NC1CC1c1ccccc1. The reactants are ClCCl, CN1CCCC1=O, COc1ccc(F)c(Cl)c1, N#C[Cu], O. Yields the product COc1ccc(F)c(C#N)c1. Reaction SMILES: [CH2:22]([Cl:23])[Cl:24].[CH3:14][N:15]1[CH2:16][CH2:17][CH2:18][C:19]1=[O:20].[Cl:1][c:2]1[c:3]([F:10])[cH:4][cH:5][c:6]([O:8][CH3:9])[cH:7]1.[Cu:11][C:12]#[N:13].[OH2:21]>>[c:2]1([C:12]#[N:13])[c:3]([F:10])[cH:4][cH:5][c:6]([O:8][CH3:9])[cH:7]1.